Dataset: the Open Reaction Database (ORD), a public repository of structured organic reaction records. Task: describe an organic reaction: reactants, conditions, products, and yield The reactants are ClCCl, O=C(OO)c1cccc(Cl)c1, FC(F)C(F)(F)Oc1cccc(Nc2nccc(-c3ccncc3)n2)c1. The product is [O-][n+]1ccc(-c2ccnc(Nc3cccc(OC(F)(F)C(F)F)c3)n2)cc1. As a reaction SMILES: [CH2:38]([Cl:39])[Cl:40].[Cl:27][c:28]1[cH:29][cH:30][cH:31][c:32]([C:33]([O:34][OH:36])=[O:35])[cH:37]1.[F:1][C:2]([CH:3]([F:4])[F:5])([O:6][c:7]1[cH:8][c:9]([NH:13][c:14]2[n:15][cH:16][cH:17][c:18](-[c:20]3[cH:21][cH:22][n:23][cH:24][cH:25]3)[n:19]2)[cH:10][cH:11][cH:12]1)[F:26]>>[F:1][C:2]([CH:3]([F:4])[F:5])([O:6][c:7]1[cH:8][c:9]([NH:13][c:14]2[n:15][cH:16][cH:17][c:18](-[c:20]3[cH:21][cH:22][n+:23]([O-:35])[cH:24][cH:25]3)[n:19]2)[cH:10][cH:11][cH:12]1)[F:26]. The reagents and catalysts are [Pt] (platinum on carbon). Reactants: CC(CNC1=C(C=NC2=CC=CN=C12)[N+](=O)[O-])C (N4-(2-methylpropyl)-3-nitro[1,5]naphthyridin-4-amine), C1(=CC=CC=C1)C (toluene). Reported procedure: A hydrogenation vessel was charged with N4-(2-methylpropyl)-3-nitro[1,5]naphthyridin-4-amine (7.50 kg, 30.5 mol) and toluene (125.0 kg). A suspension of 3% platinum on carbon (0.44 kg, approximately 33% by weight (w/w) in water) in isopropanol (7.0 kg) was added to the vessel followed by a rinse with toluene (10.0 kg). The reaction mixture was then placed under hydrogen pressure (2.4×105 Pa, 2.4 bars) for six hours while stirring and maintaining the temperature at 22° C. The reaction mixture was... Reaction conditions: temperature 22 celsius. Run in C(C)(C)O (isopropanol). Product: CC(CNC1=C(C=NC2=CC=CN=C12)N)C (N4-(2-methylpropyl)[1,5]naphthyridine-3,4-diamine). RXN SMILES: [CH3:1][CH:2]([CH3:18])[CH2:3][NH:4][C:5]1[C:14]2[C:9](=[CH:10][CH:11]=[CH:12][N:13]=2)[N:8]=[CH:7][C:6]=1[N+:15]([O-])=O.C1(C)C=CC=CC=1>[Pt].C(O)(C)C>[CH3:1][CH:2]([CH3:18])[CH2:3][NH:4][C:5]1[C:14]2[C:9](=[CH:10][CH:11]=[CH:12][N:13]=2)[N:8]=[CH:7][C:6]=1[NH2:15]. Starting materials: CN(C)CCN, CCO, COC1=CC(=O)c2sc(-c3c(F)cccc3F)nc2C1=O. The product is CN(C)CCNC1=CC(=O)c2sc(-c3c(F)cccc3F)nc2C1=O. Reaction SMILES: [CH3:1][N:2]([CH2:3][CH2:4][NH2:5])[CH3:6].[CH3:28][CH2:29][OH:30].[F:7][c:8]1[c:9](-[c:15]2[s:16][c:17]3[c:18]([n:19]2)[C:20](=[O:27])[C:21]([O:25][CH3:26])=[CH:22][C:23]3=[O:24])[c:10]([F:14])[cH:11][cH:12][cH:13]1>>[CH3:1][N:2]([CH2:3][CH2:4][NH:5][C:21]1=[CH:22][C:23](=[O:24])[c:17]2[s:16][c:15](-[c:9]3[c:8]([F:7])[cH:13][cH:12][cH:11][c:10]3[F:14])[n:19][c:18]2[C:20]1=[O:27])[CH3:6]. Reactants: CCOP(=O)(CC(=O)O)OCC, C(=NC1CCCCC1)=NC1CCCCC1, ClCCl, Cc1ccccc1C(=O)c1ccc(Nc2ccccc2CN)cc1Cl. The product is CCOP(=O)(CC(=O)NCc1ccccc1Nc1ccc(C(=O)c2ccccc2C)c(Cl)c1)OCC. As a reaction SMILES: [CH2:26]([CH3:27])[O:28][P:29](=[O:30])([O:31][CH2:32][CH3:33])[CH2:34][C:35](=[O:36])[OH:37].[CH:38]1([N:39]=[C:40]=[N:41][CH:42]2[CH2:43][CH2:44][CH2:45][CH2:46][CH2:47]2)[CH2:48][CH2:49][CH2:50][CH2:51][CH2:52]1.[Cl:53][CH2:54][Cl:55].[NH2:1][CH2:2][c:3]1[c:4]([NH:9][c:10]2[cH:11][c:12]([Cl:25])[c:13]([C:16](=[O:17])[c:18]3[c:19]([CH3:24])[cH:20][cH:21][cH:22][cH:23]3)[cH:14][cH:15]2)[cH:5][cH:6][cH:7][cH:8]1>>[NH:1]([CH2:2][c:3]1[c:4]([NH:9][c:10]2[cH:11][c:12]([Cl:25])[c:13]([C:16](=[O:17])[c:18]3[c:19]([CH3:24])[cH:20][cH:21][cH:22][cH:23]3)[cH:14][cH:15]2)[cH:5][cH:6][cH:7][cH:8]1)[C:35]([CH2:34][P:29]([O:28][CH2:26][CH3:27])(=[O:30])[O:31][CH2:32][CH3:33])=[O:36]. Reactants: C(C)(=O)O[C@H]1[C@H](OC=2C=NC=C(C2)Br)SC[C@H]([C@@H]1OC(C)=O)OC(C)=O (5-bromo-3-pyridinyl 2,3,4-tri-O-acetyl-5-thio-β-D-xylopyranoside), FC1=CC(=C(C=C1)B(O)O)C (4-fluoro-2-methyl-phenylboronic acid). Yields the product C(C)(=O)O[C@H]1[C@H](OC=2C=NC=C(C2)C2=C(C=C(C=C2)F)C)SC[C@H]([C@@H]1OC(C)=O)OC(C)=O (5-(4-fluoro-2-methylphenyl)-3-pyridinyl 2,3,4-tri-O-acetyl-5-thio-β-D-xylopyranoside), solid. Isolated yield 72.0%. Reaction SMILES: [C:1]([O:4][C@@H:5]1[C@@H:18]([O:19][C:20](=[O:22])[CH3:21])[C@H:17]([O:23][C:24](=[O:26])[CH3:25])[CH2:16][S:15][C@H:6]1[O:7][C:8]1[CH:9]=[N:10][CH:11]=[C:12](Br)[CH:13]=1)(=[O:3])[CH3:2].[F:27][C:28]1[CH:33]=[CH:32][C:31](B(O)O)=[C:30]([CH3:37])[CH:29]=1>>[C:1]([O:4][C@@H:5]1[C@@H:18]([O:19][C:20](=[O:22])[CH3:21])[C@H:17]([O:23][C:24](=[O:26])[CH3:25])[CH2:16][S:15][C@H:6]1[O:7][C:8]1[CH:9]=[N:10][CH:11]=[C:12]([C:31]2[CH:32]=[CH:33][C:28]([F:27])=[CH:29][C:30]=2[CH3:37])[CH:13]=1)(=[O:3])[CH3:2]. Reported procedure: By following a procedure analogous to Example 27 starting from 5-bromo-3-pyridinyl 2,3,4-tri-O-acetyl-5-thio-β-D-xylopyranoside and 4-fluoro-2-methyl-phenylboronic acid, 5-(4-fluoro-2-methylphenyl)-3-pyridinyl 2,3,4-tri-O-acetyl-5-thio-β-D-xylopyranoside is obtained in the form of a white solid (yield=72%). Reactants: CCOC(=O)C1=C(C)SCCS1, CO, Cl, [K+], [OH-]. Yields the product CC1=C(C(=O)O)SCCS1. Reaction SMILES: [CH2:1]([CH3:2])[O:3][C:4](=[O:5])[C:6]1=[C:7]([CH3:12])[S:8][CH2:9][CH2:10][S:11]1.[CH3:16][OH:17].[ClH:15].[K+:14].[OH-:13]>>[O:3]=[C:4]([OH:5])[C:6]1=[C:7]([CH3:12])[S:8][CH2:9][CH2:10][S:11]1.